This data is from the Open Reaction Database (ORD), a public repository of structured organic reaction records. The task is: describe an organic reaction: reactants, conditions, products, and yield The reactants are Br, CCOC(C)=O, [F-], C[Si](C)(C)C#Cc1ccc(I)c(Oc2cnc(N)nc2N)c1, [K+], [NH4+], CN(C)C=O, [OH-], O. Yields the product C#Cc1ccc(I)c(Oc2cnc(N)nc2N)c1. Reaction SMILES: [BrH:25].[CH3:34][CH2:35][O:36][C:37]([CH3:38])=[O:39].[F-:23].[I:1][c:2]1[c:3]([O:4][c:5]2[c:6]([NH2:12])[n:7][c:8]([NH2:11])[n:9][cH:10]2)[cH:13][c:14]([C:17]#[C:18][Si:19]([CH3:20])([CH3:21])[CH3:22])[cH:15][cH:16]1.[K+:24].[NH4+:27].[O:28]=[CH:29][N:30]([CH3:31])[CH3:32].[OH-:26].[OH2:33]>>[I:1][c:2]1[c:3]([O:4][c:5]2[c:6]([NH2:12])[n:7][c:8]([NH2:11])[n:9][cH:10]2)[cH:13][c:14]([C:17]#[CH:18])[cH:15][cH:16]1. Reactants: ClC=1C=C(C(CCl)=O)C=CC1Cl (3,4-dichlorophenacyl chloride), C(C)(=O)O (acetic acid). Product: C(C)(=O)OCC(=O)C1=CC(=C(C=C1)Cl)Cl (3,4-dichlorophenacyl acetate). Reaction SMILES: [Cl:1][C:2]1[CH:3]=[C:4]([CH:9]=[CH:10][C:11]=1[Cl:12])[C:5](=[O:8])[CH2:6]Cl.[C:13]([OH:16])(=[O:15])[CH3:14]>>[C:13]([O:16][CH2:6][C:5]([C:4]1[CH:9]=[CH:10][C:11]([Cl:12])=[C:2]([Cl:1])[CH:3]=1)=[O:8])(=[O:15])[CH3:14]. Procedure details: Following the procedure of Example 1, 5 grams of 3,4-dichlorophenacyl chloride are reacted with 5 grams of acetic acid to obtain 3,4-dichlorophenacyl acetate, m.p. 68°-70° C. Starting materials: ClC1=CC=C(C=C1)C=1C(=NC=C(C(=O)O)C1)OCC(F)(F)F (5-(4-chloro-phenyl)-6-(2,2,2-trifluoro-ethoxy)-nicotinic acid), FC(C1=NOC(=C1)CN)(F)F (3-trifluoromethyl-isoxazol-5-methanamine). Product: ClC1=CC=C(C=C1)C=1C(=NC=C(C(=O)NCC2=CC(=NO2)C(F)(F)F)C1)OCC(F)(F)F (5-(4-chloro-phenyl)-6-(2,2,2-trifluoro-ethoxy)-N-(3-trifluoromethyl-isoxazol-5-ylmethyl)-nicotinamide). Reaction SMILES: [Cl:1][C:2]1[CH:7]=[CH:6][C:5]([C:8]2[C:9]([O:17][CH2:18][C:19]([F:22])([F:21])[F:20])=[N:10][CH:11]=[C:12]([CH:16]=2)[C:13]([OH:15])=O)=[CH:4][CH:3]=1.[F:23][C:24]([F:33])([F:32])[C:25]1[CH:29]=[C:28]([CH2:30][NH2:31])[O:27][N:26]=1>>[Cl:1][C:2]1[CH:3]=[CH:4][C:5]([C:8]2[C:9]([O:17][CH2:18][C:19]([F:21])([F:22])[F:20])=[N:10][CH:11]=[C:12]([CH:16]=2)[C:13]([NH:31][CH2:30][C:28]2[O:27][N:26]=[C:25]([C:24]([F:33])([F:32])[F:23])[CH:29]=2)=[O:15])=[CH:6][CH:7]=1. Procedure: The title compound was synthesized in analogy to Example 1 using 5-(4-chloro-phenyl)-6-(2,2,2-trifluoro-ethoxy)-nicotinic acid (CAS Registry No. 1018782-82-5) and 3-trifluoromethyl-isoxazol-5-methanamine (example BA) as starting materials; MS: 478.0 (M+H)+. Starting materials: C(CC(=O)[O-])(=O)[O-] (malonate), FC1(C(C1)C(=O)Cl)F (2,2-difluoro-cyclopropanecarbonyl chloride), [Mn](=O)(=O)(=O)[O-].[K+] (potasiumpermanganate), C(CCC)[Li] (n-butyllithium), C(CC(=O)[O-])(=O)OCC (monoethyl malonate), C(O)([O-])=O.[Na+] (sodium hydrogen carbonate). Run in [Cl-].[Na+].O (brine), C1CCOC1 (THF), C1CCOC1 (THF). Run at temperature -78 celsius, time 15 minute. The product is C(C)OC(CC(=O)C1C(C1)(F)F)=O (3-(2,2-difluoro-cyclopropyl)-3-oxo-propionic acid ethyl ester). The yield is 43.0%. RXN SMILES: [C:1]([O:7][CH2:8][CH3:9])(=[O:6])[CH2:2][C:3]([O-:5])=O.C([Li])CCC.C([O-])(=O)CC([O-])=O.[F:22][C:23]1([F:29])[CH2:25][CH:24]1C(Cl)=O.[Mn]([O-])(=O)(=O)=O.[K+].C(=O)([O-])O.[Na+]>C1COCC1.[Cl-].[Na+].O>[CH2:8]([O:7][C:1](=[O:6])[CH2:2][C:3]([CH:24]1[CH2:25][C:23]1([F:29])[F:22])=[O:5])[CH3:9] |f:4.5,6.7,9.10.11|. Reported procedure: To monoethyl malonate (2.164 g, 16.4 mmol) in a round bottom flask under inert argon atmosphere was added 60 ml of THF and the vessel was cooled to −78° C. To this was added n-butyllithium solution (20.48 ml of 1.6 M in hexane, 32.8 mmol) and the temperature was raised gradually until it reached 0° C. for 15 minutes. The lithiated malonate solution was then cooled to −78° C. again and the crude 2,2-difluoro-cyclopropanecarbonyl chloride dissolved in THF (10 mL) was added drop wise over 20 minute... Product: COc1ccc(CN2CCc3nn(Cc4ccccc4)c4nc(N5CCOCC5)nc2c34)cc1. Starting materials: COc1ccc(CN2CCc3nn(Cc4ccccc4)c4nc(S(C)(=O)=O)nc2c34)cc1, C1COCCN1, CS(C)=O, CCN(C(C)C)C(C)C. RXN SMILES: [CH2:1]([c:2]1[cH:3][cH:4][cH:5][cH:6][cH:7]1)[n:8]1[n:9][c:10]2[c:19]3[c:14]([n:15][c:16]([S:20]([CH3:21])(=[O:22])=[O:23])[n:17][c:18]13)[N:13]([CH2:24][c:25]1[cH:26][cH:27][c:28]([O:31][CH3:32])[cH:29][cH:30]1)[CH2:12][CH2:11]2.[CH2:33]1[CH2:34][O:35][CH2:36][CH2:37][NH:38]1.[CH3:39][S:40]([CH3:41])=[O:42].[CH:43]([N:44]([CH2:45][CH3:46])[CH:47]([CH3:48])[CH3:49])([CH3:50])[CH3:51]>>[CH2:1]([c:2]1[cH:3][cH:4][cH:5][cH:6][cH:7]1)[n:8]1[n:9][c:10]2[c:19]3[c:14]([n:15][c:16]([N:38]4[CH2:33][CH2:34][O:35][CH2:36][CH2:37]4)[n:17][c:18]13)[N:13]([CH2:24][c:25]1[cH:26][cH:27][c:28]([O:31][CH3:32])[cH:29][cH:30]1)[CH2:12][CH2:11]2. The reactants are O.O.C(C)(=O)[O-].[Zn+2].C(C)(=O)[O-] (zinc acetate dihydrate), Zn(C2H3O2)2.2H2O, N[C@@H](CC(C)C)C(=O)O (L-leucine). Solvent: O (Water), O (water), O (water). Run at temperature 120 fahrenheit. Product: N[C@@H](CC(C)C)C(=O)O.[Zn] (Zinc L-Leucine). RXN SMILES: [NH2:1][C@H:2]([C:7]([OH:9])=[O:8])[CH2:3][CH:4]([CH3:6])[CH3:5].O.O.C([O-])(=O)C.[Zn+2:16].C([O-])(=O)C>O>[NH2:1][C@H:2]([C:7]([OH:9])=[O:8])[CH2:3][CH:4]([CH3:6])[CH3:5].[Zn:16] |f:1.2.3.4.5,7.8|. Procedure details: Anhydrous L-leucine, 5.2472 g, 0.0400 mole, was dissolved in 30 ml of deionized water and heated to 120° F. Ultra-pure zinc acetate dihydrate, Zn(C2H3O2)2.2H2O, 4.3900 g, 0.0200 mole, was added in small increments over one hour, with stirring. The solution did not clear, so another 20 ml of water was added and the mixture was heated in a boiling water bath to 190° F. for an additional 21/2hours. Water was then added to a total volume of 75 ml, the mixture heated again to 190° F., and gravity fil...